Dataset: the Open Reaction Database (ORD), a public repository of structured organic reaction records. Task: describe an organic reaction: reactants, conditions, products, and yield Starting materials: [I-].C[S+](=O)(C)C (trimethylsulfoxonium iodide), [H-].[Na+] (NaH), O (water), CN1N=C(C=C1OC1=NC(=CC(=C1)C)OC\C=C\C(F)(F)F)C(F)(F)F ((E)-2-(1-methyl-3-trifluoromethylpyrazol-5-yloxy)-4-methyl-6-(4,4,4-trifluorobut-2-enyloxy)pyridine). Solvent: CS(=O)C (DMSO). Run at time 1 hour. Product: CN1N=C(C=C1OC1=NC(=CC(=C1)C)OC=CCC(F)(F)F)C(F)(F)F (2-(1-Methyl-3-trifluoromethylpyrazol-5-yloxy)-4-methyl-6-(4,4,4-trifluorobut-1-enyloxy)pyridine). Isolated yield 3.1%. RXN SMILES: [I-].C[S+](C)(C)=O.[H-].[Na+].[CH3:9][N:10]1[C:14]([O:15][C:16]2[CH:21]=[C:20]([CH3:22])[CH:19]=[C:18]([O:23][CH2:24]/[CH:25]=[CH:26]/[C:27]([F:30])([F:29])[F:28])[N:17]=2)=[CH:13][C:12]([C:31]([F:34])([F:33])[F:32])=[N:11]1.O>CS(C)=O>[CH3:9][N:10]1[C:14]([O:15][C:16]2[CH:21]=[C:20]([CH3:22])[CH:19]=[C:18]([O:23][CH:24]=[CH:25][CH2:26][C:27]([F:30])([F:28])[F:29])[N:17]=2)=[CH:13][C:12]([C:31]([F:34])([F:32])[F:33])=[N:11]1 |f:0.1,2.3|. Procedure: To a solution of trimethylsulfoxonium iodide (4.5 g, 20.5 mmol) in DMSO (50 ml) is added NaH (60% in oil, 0.82 g, 20.5 mmol) and the resulting mixture is stirred for 1 h at ambient temperature. To the resulting solution is added dropwise a solution of (E)-2-(1-methyl-3-trifluoromethylpyrazol-5-yloxy)-4-methyl-6-(4,4,4-trifluorobut-2-enyloxy)pyridine (example 1,7.1 g, 18.6 mmol) at 10° C. After 3 h of stirring at ambient temperature, the dark mixture is hydrolyzed with water (200 ml) and extracte... Reactants: COC(=O)C(=O)c1ccc(NC(=O)COc2ccc3ccccc3c2)cc1, CCCCCC, CC(C)=O, CO, [Na+], C1CCOC1, [OH-], O. Yields the product O=C(COc1ccc2ccccc2c1)Nc1ccc(C(=O)C(=O)O)cc1. RXN SMILES: [CH3:1][O:2][C:3]([C:4]([c:5]1[cH:6][cH:7][c:8]([NH:11][C:12]([CH2:13][O:14][c:15]2[cH:16][c:17]3[cH:18][cH:19][cH:20][cH:21][c:22]3[cH:23][cH:24]2)=[O:25])[cH:9][cH:10]1)=[O:26])=[O:27].[CH3:30][CH2:31][CH2:32][CH2:33][CH2:34][CH3:35].[CH3:36][C:37]([CH3:38])=[O:39].[CH3:40][OH:41].[Na+:29].[O:42]1[CH2:43][CH2:44][CH2:45][CH2:46]1.[OH-:28].[OH2:47]>>[O:2]=[C:3]([C:4]([c:5]1[cH:6][cH:7][c:8]([NH:11][C:12]([CH2:13][O:14][c:15]2[cH:16][c:17]3[cH:18][cH:19][cH:20][cH:21][c:22]3[cH:23][cH:24]2)=[O:25])[cH:9][cH:10]1)=[O:26])[OH:27]. The product is CCC(CC)(NC(C)=O)C(=O)N1CCC(CCN2C3CCC2CC(n2c(C)nc4ccccc42)C3)(c2cccc(F)c2)CC1. The reactants are CC(=O)Cl, CCN(C(C)C)C(C)C, ClCCl, CCC(N)(CC)C(=O)N1CCC(CCN2C3CCC2CC(n2c(C)nc4ccccc42)C3)(c2cccc(F)c2)CC1. As a reaction SMILES: [CH3:42][C:43]([Cl:44])=[O:45].[CH:46]([N:47]([CH2:48][CH3:49])[CH:50]([CH3:51])[CH3:52])([CH3:53])[CH3:54].[Cl:55][CH2:56][Cl:57].[NH2:1][C:2]([C:3](=[O:4])[N:5]1[CH2:6][CH2:7][C:8]([CH2:11][CH2:12][N:13]2[CH:14]3[CH2:15][CH:16]([n:21]4[c:22]([CH3:30])[n:23][c:24]5[c:25]4[cH:26][cH:27][cH:28][cH:29]5)[CH2:17][CH:18]2[CH2:19][CH2:20]3)([c:31]2[cH:32][c:33]([F:37])[cH:34][cH:35][cH:36]2)[CH2:9][CH2:10]1)([CH2:38][CH3:39])[CH2:40][CH3:41]>>[NH:1]([C:2]([C:3](=[O:4])[N:5]1[CH2:6][CH2:7][C:8]([CH2:11][CH2:12][N:13]2[CH:14]3[CH2:15][CH:16]([n:21]4[c:22]([CH3:30])[n:23][c:24]5[c:25]4[cH:26][cH:27][cH:28][cH:29]5)[CH2:17][CH:18]2[CH2:19][CH2:20]3)([c:31]2[cH:32][c:33]([F:37])[cH:34][cH:35][cH:36]2)[CH2:9][CH2:10]1)([CH2:38][CH3:39])[CH2:40][CH3:41])[C:43]([CH3:42])=[O:45].